Dataset: the Open Reaction Database (ORD), a public repository of structured organic reaction records. Task: describe an organic reaction: reactants, conditions, products, and yield The reactants are COC(=O)CC1OC2=CC=CC=C2CC1 (2-methoxycarbonylmethylchroman), [H-].[Al+3].[Li+].[H-].[H-].[H-] (lithium aluminium hydride), [OH-].[Na+] (sodium hydroxide), O (water), O (water). Solvent: O1CCCC1 (tetrahydrofuran), C(C)OCC (diethyl ether). Conditions: time 16 hour. Yields the product OCCC1OC2=CC=CC=C2CC1 (2-(2-hydroxyethyl)chroman). The yield is 98.3%. As a reaction SMILES: C[O:2][C:3]([CH2:5][CH:6]1[CH2:15][CH2:14][C:13]2[C:8](=[CH:9][CH:10]=[CH:11][CH:12]=2)[O:7]1)=O.[H-].[Al+3].[Li+].[H-].[H-].[H-].O.[OH-].[Na+]>O1CCCC1.C(OCC)C>[OH:2][CH2:3][CH2:5][CH:6]1[CH2:15][CH2:14][C:13]2[C:8](=[CH:9][CH:10]=[CH:11][CH:12]=2)[O:7]1 |f:1.2.3.4.5.6,8.9|. Reported procedure: At room temperature and while stirring, a solution of 16.91 g (82 mmol) of 2-methoxycarbonylmethylchroman in 150 ml of absolute tetrahydrofuran is added dropwise within a period of 30 minutes to a suspension of 3.11 g (82 mmol) of lithium aluminium hydride in 150 ml of absolute diethyl ether. Stirring is continued for a further 16 hours at room temperature and then the whole is carefully decomposed with 3.1 ml of water, 3.1 ml of sodium hydroxide solution (15% strength) and 9.3 ml of water. The ... Reactants: C1COCCO1, O=S(=O)(Nc1cccc(-c2nc(C3CCOCC3)sc2-c2ccnc(Cl)n2)c1F)c1ccoc1, NCCN1CCCC1. Yields the product O=S(=O)(Nc1cccc(-c2nc(C3CCOCC3)sc2-c2ccnc(NCCN3CCCC3)n2)c1F)c1ccoc1. RXN SMILES: [CH2:43]1[O:44][CH2:45][CH2:46][O:47][CH2:48]1.[Cl:1][c:2]1[n:3][cH:4][cH:5][c:6](-[c:8]2[c:9](-[c:19]3[c:20]([F:34])[c:21]([NH:25][S:26](=[O:27])(=[O:28])[c:29]4[cH:30][o:31][cH:32][cH:33]4)[cH:22][cH:23][cH:24]3)[n:10][c:11]([CH:13]3[CH2:14][CH2:15][O:16][CH2:17][CH2:18]3)[s:12]2)[n:7]1.[N:35]1([CH2:40][CH2:41][NH2:42])[CH2:36][CH2:37][CH2:38][CH2:39]1>>[c:2]1([NH:42][CH2:41][CH2:40][N:35]2[CH2:36][CH2:37][CH2:38][CH2:39]2)[n:3][cH:4][cH:5][c:6](-[c:8]2[c:9](-[c:19]3[c:20]([F:34])[c:21]([NH:25][S:26](=[O:27])(=[O:28])[c:29]4[cH:30][o:31][cH:32][cH:33]4)[cH:22][cH:23][cH:24]3)[n:10][c:11]([CH:13]3[CH2:14][CH2:15][O:16][CH2:17][CH2:18]3)[s:12]2)[n:7]1. Starting materials: Cl.O[NH3+] (Hydroxylammonium hydrochloride), C(C=1C(O)=CC=CC1)(=O)OCC (ethyl salicylate). Solvent: [OH-].[Na+] (sodium hydroxide), O1CCOCC1 (1,4-dioxane). Conditions: time 5 hour. Product: C(C=1C(O)=CC=CC1)(=O)NO (salicylhydroxamic acid). The yield is 54.3%. RXN SMILES: Cl.[OH:2][NH3+:3].[C:4]([O:13]CC)(=O)[C:5]1[C:6](=[CH:8][CH:9]=[CH:10][CH:11]=1)[OH:7]>[OH-].[Na+].O1CCOCC1>[C:4]([NH:3][OH:2])(=[O:13])[C:5]1[C:6](=[CH:8][CH:9]=[CH:10][CH:11]=1)[OH:7] |f:0.1,3.4|. Reported procedure: Hydroxylammonium hydrochloride (15 g) was dissolved in 10% aqueous sodium hydroxide solution (220 mL), and a solution of ethyl salicylate (24 g) in 1,4-dioxane (70 mL) was gradually added, and the mixture was stirred at room temperature for 5 hr. The reaction mixture was concentrated until the amount thereof became almost the half, and acidified with conc. hydrochloric acid. The precipitated solid was collected by filtration, which was then recrystallized from methanol to give salicylhydroxamic ... The reactants are Cn1ncc2cc(Oc3ccc(F)cc3CNC(=O)OC(C)(C)C)ccc21, CI, [Cl-], [H-], [NH4+], [Na+], CN(C)C=O. Product: CN(Cc1cc(F)ccc1Oc1ccc2c(cnn2C)c1)C(=O)OC(C)(C)C. As a reaction SMILES: [C:1]([CH3:2])([CH3:3])([CH3:4])[O:5][C:6]([NH:7][CH2:8][c:9]1[c:10]([O:16][c:17]2[cH:18][c:19]3[cH:20][n:21][n:22]([CH3:26])[c:23]3[cH:24][cH:25]2)[cH:11][cH:12][c:13]([F:15])[cH:14]1)=[O:27].[CH3:30][I:31].[Cl-:32].[H-:28].[NH4+:33].[Na+:29].[O:34]=[CH:35][N:36]([CH3:37])[CH3:38]>>[C:1]([CH3:2])([CH3:3])([CH3:4])[O:5][C:6]([N:7]([CH2:8][c:9]1[c:10]([O:16][c:17]2[cH:18][c:19]3[cH:20][n:21][n:22]([CH3:26])[c:23]3[cH:24][cH:25]2)[cH:11][cH:12][c:13]([F:15])[cH:14]1)[CH3:30])=[O:27].